The task is: describe an organic reaction: reactants, conditions, products, and yield. This data is from the Open Reaction Database (ORD), a public repository of structured organic reaction records. Product: ClC1=CC=C(CBr)C=C1 (4-chloro-benzyl bromide). The yield is 88.6%. RXN SMILES: [Cl:1][C:2]1[CH:9]=[CH:8][C:5]([CH2:6]O)=[CH:4][CH:3]=1.[BrH:10]>>[Cl:1][C:2]1[CH:9]=[CH:8][C:5]([CH2:6][Br:10])=[CH:4][CH:3]=1. Reported procedure: 100 ml of HBr (48%) were heated to 90° and treated portionwise with 1.43 g (0.01 mol) of 4-chlorobenzyl alcohol. The mixture was stirred for 1/4 hr. and then cooled to room temperature. The mixture was extracted with ethyl acetate and the organic phase was washed with water and saturated sodium chloride solution and dried over sodium sulfate. 1.82 g (88.6%) of 4-chloro-benzyl bromide were obtained as colorless crystals; m.p. 53°-55°. Reactants: ClC1=CC=C(CO)C=C1 (4-chlorobenzyl alcohol), Br (HBr). The reactants are C(=O)([O-])[O-].[K+].[K+] (K2CO3), CI (MeI), C(C)(C)(C)C1=CC(=C(C(=C1)[N+](=O)[O-])O)Cl (4-tert-Butyl-2-chloro-6-nitro-phenol). Run in CC(=O)C (acetone). Conditions: temperature 65 celsius, time 8 hour. Product: C(C)(C)(C)C=1C=C(C(=C(C1)Cl)OC)[N+](=O)[O-] (5-tert-Butyl-1-chloro-2-methoxy-3-nitro-benzene). Reaction SMILES: [C:1]([C:5]1[CH:10]=[C:9]([N+:11]([O-:13])=[O:12])[C:8]([OH:14])=[C:7]([Cl:15])[CH:6]=1)([CH3:4])([CH3:3])[CH3:2].[C:16]([O-])([O-])=O.[K+].[K+].CI>CC(C)=O>[C:1]([C:5]1[CH:10]=[C:9]([N+:11]([O-:13])=[O:12])[C:8]([O:14][CH3:16])=[C:7]([Cl:15])[CH:6]=1)([CH3:4])([CH3:2])[CH3:3] |f:1.2.3|. Procedure details: 4-tert-Butyl-2-chloro-6-nitro-phenol (0.214 g, 0.934 mmol) was dissolved in 3 mL acetone and K2CO3 (0.65 g, 4.7 mmol) and MeI (0.58 mL, 9.3 mmol) were added. The reaction was stirred at 65° C. overnight, after which the solvent was removed under reduced pressure. The residue was taken up in DCM, the organic layer was washed with water, dried over MgSO4 and concentrated to yield 0.15 g of target product. Reactants: BrCCCN(C1=CC=CC=C1)C (N-(3-bromopropyl)-N-methylaniline), C1(=CC=CC=C1)O (phenol), C(=O)([O-])[O-].[K+].[K+] (K2CO3). Solvent: CN(C)C=O (DMF). Reaction conditions: temperature 80 celsius, time 12 hour. The product is CN(C1=CC=CC=C1)CCCOC1=CC=CC=C1 (N-methyl-N-(3-phenoxypropyl)aniline). The yield is 62.0%. RXN SMILES: Br[CH2:2][CH2:3][CH2:4][N:5]([CH3:12])[C:6]1[CH:11]=[CH:10][CH:9]=[CH:8][CH:7]=1.[C:13]1([OH:19])[CH:18]=[CH:17][CH:16]=[CH:15][CH:14]=1.C([O-])([O-])=O.[K+].[K+]>CN(C=O)C>[CH3:12][N:5]([CH2:4][CH2:3][CH2:2][O:19][C:13]1[CH:18]=[CH:17][CH:16]=[CH:15][CH:14]=1)[C:6]1[CH:11]=[CH:10][CH:9]=[CH:8][CH:7]=1 |f:2.3.4|. Reported procedure: To a solution of 23a (0.20 g, 0.88 mmol) and phenol (0.75 g, 0.79 mmol) in DMF (5.0 mL) was added K2CO3 (0.24 g, 1.75 mmol). The reaction was then stirred at 80° C. for 12 hours. The reaction mixture was concentrated and purified by column chromatography to isolate the compound 23 as a colorless oil (0.12 g, 0.49 mmol, 56.7% yield). MS (ESI, positive) m/z calcd. for C16H20NO [M+H]+: 242.15, found: 241.93. 1H NMR (CDCl3, 400 MHz) δ7.22-7.33 (m, 4H), 6.92-6.99 (m, 3H), 6.69-6.77 (m, 3H), 4.04 (t, ... Starting materials: compound A, C(C)OC(C(CC(=O)C=1C=C2C3=C(N(C2=CC1)C)N(C(C(=C3)C3=CC=C(C=C3)Br)=O)C)=O)=O (4-[3-(4-bromophenyl)-1,9-dimethyl-2-oxo-2,9-dihydro-1H-pyrido[2,3-b]indol-6-yl]-2,4-dioxobutyric acid ethyl ester), O.NN (hydrazine monohydrate). The product is C(C)OC(=O)C1=NNC(=C1)C=1C=C2C3=C(N(C2=CC1)C)N(C(C(=C3)C3=CC=C(C=C3)Br)=O)C (5-[3-(4-Bromophenyl)-1,9-dimethyl-2-oxo-2,9-dihydro-1H-pyrido[2,3-b]indol-6-yl]-1H-pyrazole-3-carboxylic acid ethyl ester). RXN SMILES: [CH2:1]([O:3][C:4](=[O:33])[C:5](=O)[CH2:6][C:7]([C:9]1[CH:10]=[C:11]2[C:15](=[CH:16][CH:17]=1)[N:14]([CH3:18])[C:13]1[N:19]([CH3:31])[C:20](=[O:30])[C:21]([C:23]3[CH:28]=[CH:27][C:26]([Br:29])=[CH:25][CH:24]=3)=[CH:22][C:12]2=1)=O)[CH3:2].O.[NH2:35][NH2:36]>>[CH2:1]([O:3][C:4]([C:5]1[CH:6]=[C:7]([C:9]2[CH:10]=[C:11]3[C:15](=[CH:16][CH:17]=2)[N:14]([CH3:18])[C:13]2[N:19]([CH3:31])[C:20](=[O:30])[C:21]([C:23]4[CH:24]=[CH:25][C:26]([Br:29])=[CH:27][CH:28]=4)=[CH:22][C:12]3=2)[NH:36][N:35]=1)=[O:33])[CH3:2] |f:1.2|. Procedure: The process is carried out as in Example 43 above, with compound A, 4-[3-(4-bromophenyl)-1,9-dimethyl-2-oxo-2,9-dihydro-1H-pyrido[2,3-b]indol-6-yl]-2,4-dioxobutyric acid ethyl ester and hydrazine monohydrate. Yields the product CC(C)NC(=CC(=O)c1cc(F)c(Cl)nc1Cl)Nc1ccccc1. Starting materials: C1COCCO1, CC(C)N, O=C(C=C(Cl)Cl)c1cc(F)c(Cl)nc1Cl, ClCCl, Nc1ccccc1. As a reaction SMILES: [CH2:30]1[O:31][CH2:32][CH2:33][O:34][CH2:35]1.[CH3:23][CH:24]([CH3:25])[NH2:26].[Cl:1][C:2](=[CH:3][C:4](=[O:5])[c:6]1[c:7]([Cl:14])[n:8][c:9]([Cl:13])[c:10]([F:12])[cH:11]1)[Cl:15].[Cl:27][CH2:28][Cl:29].[NH2:16][c:17]1[cH:18][cH:19][cH:20][cH:21][cH:22]1>>[C:2](=[CH:3][C:4](=[O:5])[c:6]1[c:7]([Cl:14])[n:8][c:9]([Cl:13])[c:10]([F:12])[cH:11]1)([NH:16][c:17]1[cH:18][cH:19][cH:20][cH:21][cH:22]1)[NH:26][CH:24]([CH3:23])[CH3:25]. Run in C(C)#N (acetonitrile). RXN SMILES: [N+:1]([C:4]1[CH:9]=[CH:8][C:7]([N:10]2[C:14]([CH2:15][CH2:16][CH3:17])=[C:13]([C:18]([OH:20])=O)[N:12]=[N:11]2)=[CH:6][CH:5]=1)([O-:3])=[O:2].[CH:21]1([NH2:24])[CH2:23][CH2:22]1.C1C=CC2N(O)N=NC=2C=1.CCN=C=NCCCN(C)C>C(#N)C>[CH:21]1([NH:24][C:18]([C:13]2[N:12]=[N:11][N:10]([C:7]3[CH:6]=[CH:5][C:4]([N+:1]([O-:3])=[O:2])=[CH:9][CH:8]=3)[C:14]=2[CH2:15][CH2:16][CH3:17])=[O:20])[CH2:23][CH2:22]1. Conditions: time 8 hour. The yield is 82.0%. Reactants: [N+](=O)([O-])C1=CC=C(C=C1)N1N=NC(=C1CCC)C(=O)O (1-(4-nitrophenyl)-5-propyl-1H-1,2,3-triazole-4-carboxylic acid), CCN=C=NCCCN(C)C (WSC), C1(CC1)N (cyclopropylamine), C=1C=CC2=C(C1)N=NN2O (HOBt). Reported procedure: To a solution of 1-(4-nitrophenyl)-5-propyl-1H-1,2,3-triazole-4-carboxylic acid (1.38 g) obtained in Example 1b) in acetonitrile (50 ml) were successively added cyclopropylamine (0.38 ml), HOBt (0.84 g) and WSC (1.05 g), and the reaction mixture was stirred overnight at room temperature. The solvent was evaporated under reduced pressure, and the residue was dissolved in ethyl acetate and washed with aqueous sodium hydrogen carbonate solution. The organic layer was dried over anhydrous magnesium ... The product is C1(CC1)NC(=O)C=1N=NN(C1CCC)C1=CC=C(C=C1)[N+](=O)[O-] (N-cyclopropyl-1-(4-nitrophenyl)-5-propyl-1H-1,2,3-triazole-4-carboxamide). Reactants: FC(OC1=CC=C(C=C1)C(C)O)(F)F (1-(4-(trifluoromethoxy)phenyl)ethanol), C(Br)(Br)(Br)Br (CBr4), C1=CC=C(C=C1)P(C2=CC=CC=C2)C3=CC=CC=C3 (PPh3). The solvent is C(Cl)Cl (DCM). Run at time 16 hour. Yields the product BrC(C)C1=CC=C(C=C1)OC(F)(F)F (1-(1-bromoethyl)-4-(trifluoromethoxy)benzene). As a reaction SMILES: [F:1][C:2]([F:14])([F:13])[O:3][C:4]1[CH:9]=[CH:8][C:7]([CH:10](O)[CH3:11])=[CH:6][CH:5]=1.C(Br)(Br)(Br)[Br:16].C1C=CC(P(C2C=CC=CC=2)C2C=CC=CC=2)=CC=1>C(Cl)Cl>[Br:16][CH:10]([C:7]1[CH:8]=[CH:9][C:4]([O:3][C:2]([F:14])([F:13])[F:1])=[CH:5][CH:6]=1)[CH3:11]. Procedure details: A solution of 1-(4-(trifluoromethoxy)phenyl)ethanol (150 mg; 0.72 mmol) in anh. DCM (5 ml) was treated at rt with CBr4 (241 mg; 0.72 mmol), and with PPh3 (190 mg; 0.72 mmol). The resulting mixture was further stirred at rt, under nitrogen, for 16 h. Concentration to dryness under reduced pressure, and subsequent purification by FC (DCM) afforded 1-(1-bromoethyl)-4-(trifluoromethoxy)benzene as a colorless oil which was directly used for the next reaction. Starting materials: S1C=NC2=C1C=C(C=C2)NC2=CC(=C(C=N2)C2=NN=C(O2)NC2CCN(CC2)C(=O)OC(C)(C)C)NC(C)C (tert-butyl 4-((5-(6-(benzo[d]thiazol-6-ylamino)-4-(isopropylamino)pyridin-3-yl)-1,3,4-oxadiazol-2-yl)amino)piperidine-1-carboxylate), Cl (HCl). Solvent: CCOCC (Ether), C(Cl)Cl (DCM). Run at temperature 0 celsius, time 30 minute. Product: S1C=NC2=C1C=C(C=C2)NC2=NC=C(C(=C2)NC(C)C)C=2OC(=NN2)NC2CCNCC2 (N2-(benzo[d]thiazol-6-yl)-N4-isopropyl-5-(5-(piperidin-4-ylamino)-1,3,4-oxadiazol-2-yl)pyridine-2,4-diamine). As a reaction SMILES: [S:1]1[C:5]2[CH:6]=[C:7]([NH:10][C:11]3[N:16]=[CH:15][C:14]([C:17]4[O:21][C:20]([NH:22][CH:23]5[CH2:28][CH2:27][N:26](C(OC(C)(C)C)=O)[CH2:25][CH2:24]5)=[N:19][N:18]=4)=[C:13]([NH:36][CH:37]([CH3:39])[CH3:38])[CH:12]=3)[CH:8]=[CH:9][C:4]=2[N:3]=[CH:2]1.Cl>C(Cl)Cl.CCOCC>[S:1]1[C:5]2[CH:6]=[C:7]([NH:10][C:11]3[CH:12]=[C:13]([NH:36][CH:37]([CH3:39])[CH3:38])[C:14]([C:17]4[O:21][C:20]([NH:22][CH:23]5[CH2:28][CH2:27][NH:26][CH2:25][CH2:24]5)=[N:19][N:18]=4)=[CH:15][N:16]=3)[CH:8]=[CH:9][C:4]=2[N:3]=[CH:2]1. Reported procedure: To a stirred solution of tert-butyl 4-((5-(6-(benzo[d]thiazol-6-ylamino)-4-(isopropylamino)pyridin-3-yl)-1,3,4-oxadiazol-2-yl)amino)piperidine-1-carboxylate (Example 111) (250 mg, 0.3 mmol) in DCM (10 mL), Ether.HCl (10 mL) was added at −10° C. Stirred the reaction mixture at 0° C. for 30 min. Reaction temperature was slowly brought to room temperature. The reaction mass was concentrated under reduced pressure to dryness. The material obtained was purified by prep. HPLC to afford the title compo... The reactants are CCO, COC(=O)c1ncn(Cc2cc(C(F)(F)F)cc(C(F)(F)F)c2)c1-c1ccccc1, [Na+], [OH-]. Yields the product O=C(O)c1ncn(Cc2cc(C(F)(F)F)cc(C(F)(F)F)c2)c1-c1ccccc1. Reaction SMILES: [CH3:33][CH2:34][OH:35].[CH3:3][O:4][C:5](=[O:6])[c:7]1[n:8][cH:9][n:10]([CH2:18][c:19]2[cH:20][c:21]([C:29]([F:30])([F:31])[F:32])[cH:22][c:23]([C:25]([F:26])([F:27])[F:28])[cH:24]2)[c:11]1-[c:12]1[cH:13][cH:14][cH:15][cH:16][cH:17]1.[Na+:2].[OH-:1]>>[O:4]=[C:5]([OH:6])[c:7]1[n:8][cH:9][n:10]([CH2:18][c:19]2[cH:20][c:21]([C:29]([F:30])([F:31])[F:32])[cH:22][c:23]([C:25]([F:26])([F:27])[F:28])[cH:24]2)[c:11]1-[c:12]1[cH:13][cH:14][cH:15][cH:16][cH:17]1.